describe an organic reaction: reactants, conditions, products, and yield From a dataset of the Open Reaction Database (ORD), a public repository of structured organic reaction records. Reactants: CS(=O)(=O)c1cccc(-c2ccc3cnc(O)nn23)c1, Nc1ccc(-c2cccnc2)cc1. Yields the product CS(=O)(=O)c1cccc(-c2ccc3cnc(Nc4ccc(-c5cccnc5)cc4)nn23)c1. As a reaction SMILES: [CH3:1][S:2](=[O:3])(=[O:4])[c:5]1[cH:6][c:7](-[c:11]2[cH:12][cH:13][c:14]3[cH:15][n:16][c:17]([OH:20])[n:18][n:19]23)[cH:8][cH:9][cH:10]1.[n:21]1[cH:22][c:23](-[c:27]2[cH:28][cH:29][c:30]([NH2:33])[cH:31][cH:32]2)[cH:24][cH:25][cH:26]1>>[CH3:1][S:2](=[O:3])(=[O:4])[c:5]1[cH:6][c:7](-[c:11]2[cH:12][cH:13][c:14]3[cH:15][n:16][c:17]([NH:33][c:30]4[cH:29][cH:28][c:27](-[c:23]5[cH:22][n:21][cH:26][cH:25][cH:24]5)[cH:32][cH:31]4)[n:18][n:19]23)[cH:8][cH:9][cH:10]1. Reactants: C1CCOC1, [I-], [Na+], C[n+]1ccc(C2=CCC3(CC2)OCCO3)cc1, [OH-]. The product is Cn1ccc(C2=CCC3(CC2)OCCO3)cc1=O. As a reaction SMILES: [CH2:21]1[O:22][CH2:23][CH2:24][CH2:25]1.[I-:1].[Na+:20].[O:2]1[CH2:3][CH2:4][O:5][C:6]12[CH2:7][CH:8]=[C:9]([c:12]1[cH:13][cH:14][n+:15]([CH3:18])[cH:16][cH:17]1)[CH2:10][CH2:11]2.[OH-:19]>>[O:2]1[CH2:3][CH2:4][O:5][C:6]12[CH2:7][CH:8]=[C:9]([c:12]1[cH:13][cH:14][n:15]([CH3:18])[c:16](=[O:19])[cH:17]1)[CH2:10][CH2:11]2. The reactants are N1C(=NC=C1)CC1=CC=C(C=C1)O (4-(1-imidazolylmethyl)-phenol), BrC1=CC=C(CBr)C=C1 (4-bromobenzyl bromide). Product: BrC1=CC=C(COC2=CC=C(C=C2)CC=2NC=CN2)C=C1 ((4-Bromobenzyl)-[4-(1-imidazolylmethyl)-phenyl]-ether). Reaction SMILES: [NH:1]1[CH:5]=[CH:4][N:3]=[C:2]1[CH2:6][C:7]1[CH:12]=[CH:11][C:10]([OH:13])=[CH:9][CH:8]=1.[Br:14][C:15]1[CH:22]=[CH:21][C:18]([CH2:19]Br)=[CH:17][CH:16]=1>>[Br:14][C:15]1[CH:22]=[CH:21][C:18]([CH2:19][O:13][C:10]2[CH:11]=[CH:12][C:7]([CH2:6][C:2]3[NH:1][CH:5]=[CH:4][N:3]=3)=[CH:8][CH:9]=2)=[CH:17][CH:16]=1. Reported procedure: This substance is prepared analogously to Example 1 from 4-(1-imidazolylmethyl)-phenol and 4-bromobenzyl bromide. The reactants are CCN=C=NCCCN(C)C.Cl (N-(3-dimethylaminopropyl)-N-ethylcarbodiimide hydrochloride), C(C1=CC=CC=C1)O[C@H]1C[C@H](C1)NC=1C(=CC=C(C1)F)N (N2-(cis-3-benzyloxycyclobutyl)-4-fluorobenzene-1,2-diamine), C(C)(C)(C)OC(=O)N[C@H](C(=O)O)C ((S)-2-tertbutoxycarbonylaminopropionic acid), C1=CC2=C(N=C1)N(N=N2)O (HOAt). Solvent: C(Cl)Cl (DCM). Run at temperature 0 celsius, time 1 hour. Yields the product C(C)(C)(C)OC(N[C@@H](C)C1=NC2=C(N1[C@@H]1C[C@@H](C1)OCC1=CC=CC=C1)C=C(C=C2)F)=O ([(S)-1-[1-(cis-3-Benzyloxycyclobutyl)-6-fluoro-1H-benzoimidazol-2-yl]ethyl]carbamic acid tert-butyl ester). As a reaction SMILES: [CH2:1]([O:8][C@@H:9]1[CH2:12][C@H:11]([NH:13][C:14]2[C:15]([NH2:21])=[CH:16][CH:17]=[C:18]([F:20])[CH:19]=2)[CH2:10]1)[C:2]1[CH:7]=[CH:6][CH:5]=[CH:4][CH:3]=1.[C:22]([O:26][C:27]([NH:29][C@@H:30]([CH3:34])[C:31](O)=O)=[O:28])([CH3:25])([CH3:24])[CH3:23].C1C=NC2N(O)N=NC=2C=1.CCN=C=NCCCN(C)C.Cl>C(Cl)Cl>[C:22]([O:26][C:27](=[O:28])[NH:29][C@H:30]([C:31]1[N:13]([C@H:11]2[CH2:12][C@@H:9]([O:8][CH2:1][C:2]3[CH:7]=[CH:6][CH:5]=[CH:4][CH:3]=3)[CH2:10]2)[C:14]2[CH:19]=[C:18]([F:20])[CH:17]=[CH:16][C:15]=2[N:21]=1)[CH3:34])([CH3:25])([CH3:24])[CH3:23] |f:3.4|. Reported procedure: A mixture of N2-(cis-3-benzyloxycyclobutyl)-4-fluorobenzene-1,2-diamine (1.13 g, 3.95 mmol), (S)-2-tertbutoxycarbonylaminopropionic acid (0.83 g, 4.35 mmol) and HOAt (0.59 g, 4.35 mmol) in DCM (20 mL) was cooled to 0° C. under nitrogen atmosphere. To this mixture N-(3-dimethylaminopropyl)-N-ethylcarbodiimide hydrochloride (0.83 g, 4.35 mmol) was added portion wise and the reaction mixture stirred at RT for 1 h. The reaction mixture allowed to warm to RT then partitioned between DCM and a 10% aq.... Reactants: [Al+3].[Cl-].[Cl-].[Cl-] (AlCl3), BrC1=CC(=CC(=C1)OC)OC (1-bromo-3,5-dimethoxybenzene), C(C1=CC=CC=C1)(=O)Cl (benzoyl chloride), [NH4+].[Cl-] (NH4Cl). Solvent: C(Cl)Cl (DCM), C(Cl)Cl (DCM), O (water), C(=O)(O)[O-].[Na+] (NaHCO3). The product is BrC1=C(C(=CC(=C1)OC)OC)C(=O)C1=CC=CC=C1 ((2-bromo-4,6-dimethoxyphenyl)(phenyl)methanone), BrC1=CC(=C(C(=C1)OC)C(=O)C1=CC=CC=C1)OC ((4-bromo-2,6-dimethoxyphenyl)(phenyl)methanone). As a reaction SMILES: [Al+3].[Cl-].[Cl-].[Cl-].[C:5](Cl)(=[O:12])[C:6]1[CH:11]=[CH:10][CH:9]=[CH:8][CH:7]=1.[Br:14][C:15]1[CH:20]=[C:19]([O:21][CH3:22])[CH:18]=[C:17]([O:23][CH3:24])[CH:16]=1.[NH4+].[Cl-]>C(Cl)Cl.O.C([O-])(O)=O.[Na+]>[Br:14][C:15]1[CH:16]=[C:17]([O:23][CH3:24])[CH:18]=[C:19]([O:21][CH3:22])[C:20]=1[C:5]([C:6]1[CH:11]=[CH:10][CH:9]=[CH:8][CH:7]=1)=[O:12].[Br:14][C:15]1[CH:16]=[C:17]([O:23][CH3:24])[C:18]([C:5]([C:6]2[CH:11]=[CH:10][CH:9]=[CH:8][CH:7]=2)=[O:12])=[C:19]([O:21][CH3:22])[CH:20]=1 |f:0.1.2.3,6.7,10.11|. Procedure details: To a cooled suspension of AlCl3 (150 mg, 1.2 eq) in 2 mL of anhydrous DCM at 0° C., was added dropwise benzoyl chloride (120 μL, 1.1 eq). Once the mixture was become limpid (15 min), 1-bromo-3,5-dimethoxybenzene (208 mg, 0.958 mmol) solubilized in 1 mL of DCM was slowly added at 0° C. After 1 h15 of stirring at low temperature, the yellow reaction mixture was hydrolyzed with a saturated NH4Cl solution (6 mL) The aqueous layer, more diluted with water and with a saturated NaHCO3 solution, was ext... Yield: 66.9%. Reactants: C(C(C)C)NC(\C=C\CCC#CC1=CC=CC=C1)=O (N-isobutyl-7-phenylhept-2E-en-6-ynamide). The reagents and catalysts are [Pd] (Pd/C). Reaction SMILES: [CH2:1]([NH:5][C:6](=[O:19])/[CH:7]=[CH:8]/[CH2:9][CH2:10][C:11]#[C:12][C:13]1[CH:18]=[CH:17][CH:16]=[CH:15][CH:14]=1)[CH:2]([CH3:4])[CH3:3]>CO.[Pd]>[CH2:1]([NH:5][C:6](=[O:19])/[CH:7]=[CH:8]/[CH2:9][CH2:10][CH2:11][CH2:12][C:13]1[CH:14]=[CH:15][CH:16]=[CH:17][CH:18]=1)[CH:2]([CH3:4])[CH3:3]. Reported procedure: The product of Example 1 (100 mg) was dissolved in dry methanol (3 ml), 5% Pd/C (25 mg) was added, and the mixture was hydrogenated at atmospheric pressure and room temperature. The reaction mixture was diluted with methanol and filtered. The solvent was removed in vacuo, and ether was added then removed in a stream of nitrogen. The last traces of solvent were removed in vacuo to yield N-isobutyl-7-phenylhept-2E-enamide (68 mg). Refractive index 1.39. Yields the product C(C(C)C)NC(\C=C\CCCCC1=CC=CC=C1)=O (N-isobutyl-7-phenylhept-2E-enamide). Solvent: CO (methanol), CO (methanol). The reactants are [Al+3], COC(=O)c1ccc(C(=O)O)cc1, CC1(C)CCC(C)(C)c2ccccc21, [Cl-], [Cl-], [Cl-], [Cl-], ClCCl, O. Product: COC(=O)c1ccc(C(=O)c2ccc3c(c2)C(C)(C)CCC3(C)C)cc1. RXN SMILES: [Al+3:30].[CH3:16][O:17][C:18]([c:19]1[cH:20][cH:21][c:22]([C:23](=[O:24])[OH:25])[cH:26][cH:27]1)=[O:28].[CH3:1][C:2]1([CH3:14])[CH2:3][CH2:4][C:5]([CH3:12])([CH3:13])[c:6]2[cH:7][cH:8][cH:9][cH:10][c:11]21.[Cl-:15].[Cl-:29].[Cl-:31].[Cl-:32].[Cl:34][CH2:35][Cl:36].[OH2:33]>>[CH3:1][C:2]1([CH3:14])[CH2:3][CH2:4][C:5]([CH3:12])([CH3:13])[c:6]2[cH:7][c:8]([C:23]([c:22]3[cH:21][cH:20][c:19]([C:18]([O:17][CH3:16])=[O:28])[cH:27][cH:26]3)=[O:24])[cH:9][cH:10][c:11]21. The reactants are [F-].C(CCC)[N+](CCCC)(CCCC)CCCC (tetrabutylammonium fluoride), C(C)(C)(C)OC(=O)N1N=C(C2=CC(=CC=C12)OCC1=CC=CC=C1)C=1N(C2=CC=C(C=C2C1)O[SiH2]C(C)(C)C)C(=O)OC(C)(C)C (5-benzyloxy-3-(1-tert-butoxycarbonyl-5-tert-butylsilanyloxy-1H-indol-2-yl)-indazole-1-carboxylic acid tert-butyl ester). Run in O1CCCC1 (tetrahydrofuran). Conditions: time 30 minute. Yields the product C(C)(C)(C)OC(=O)N1N=C(C2=CC(=CC=C12)OCC1=CC=CC=C1)C=1N(C2=CC=C(C=C2C1)O)C(=O)OC(C)(C)C (5-benzyloxy-3-(1-tert-butoxycarbonyl-5-hydroxy-1H-indol-2-yl)-indazole-1-carboxylic acid tert-butyl ester). The yield is 73.6%. Reaction SMILES: [F-].C([N+](CCCC)(CCCC)CCCC)CCC.[C:19]([O:23][C:24]([N:26]1[C:34]2[C:29](=[CH:30][C:31]([O:35][CH2:36][C:37]3[CH:42]=[CH:41][CH:40]=[CH:39][CH:38]=3)=[CH:32][CH:33]=2)[C:28]([C:43]2[N:44]([C:58]([O:60][C:61]([CH3:64])([CH3:63])[CH3:62])=[O:59])[C:45]3[C:50]([CH:51]=2)=[CH:49][C:48]([O:52][SiH2]C(C)(C)C)=[CH:47][CH:46]=3)=[N:27]1)=[O:25])([CH3:22])([CH3:21])[CH3:20]>O1CCCC1>[C:19]([O:23][C:24]([N:26]1[C:34]2[C:29](=[CH:30][C:31]([O:35][CH2:36][C:37]3[CH:38]=[CH:39][CH:40]=[CH:41][CH:42]=3)=[CH:32][CH:33]=2)[C:28]([C:43]2[N:44]([C:58]([O:60][C:61]([CH3:64])([CH3:63])[CH3:62])=[O:59])[C:45]3[C:50]([CH:51]=2)=[CH:49][C:48]([OH:52])=[CH:47][CH:46]=3)=[N:27]1)=[O:25])([CH3:22])([CH3:21])[CH3:20] |f:0.1|. Procedure details: 6.15 g of tetrabutylammonium fluoride are added to a solution of 13.4 g of 5-benzyloxy-3-(1-tert-butoxycarbonyl-5-tert-butylsilanyloxy-1H-indol-2-yl)-indazole-1-carboxylic acid tert-butyl ester in 140 ml of tetrahydrofuran. The medium is stirred for 30 minutes at ambient temperature. The reaction crude is washed with 3 times 25 ml of water, the organic phase is then dried over magnesium sulfate and then filtered, and the solvent is evaporated off under reduced pressure in a rotary evaporator. 14...